This data is from the Open Reaction Database (ORD), a public repository of structured organic reaction records. The task is: describe an organic reaction: reactants, conditions, products, and yield Starting materials: C(C)(C)C1=C(C(=CC=C1)C(C)C)N1C=NC=C1 (1-(2,6-diisopropylphenyl)imidazole), BrCCC (1-bromopropane). Run in C1CCOC1 (THF). The product is [Br-].C(C)(C)C1=C(C(=CC=C1)C(C)C)[N+]1=CN(C=C1)CC (1-(2,6-diisopropylphenyl)-3-ethyl imidazolium bromide). As a reaction SMILES: [CH:1]([C:4]1[CH:9]=[CH:8][CH:7]=[C:6]([CH:10]([CH3:12])[CH3:11])[C:5]=1[N:13]1[CH:17]=[CH:16][N:15]=[CH:14]1)([CH3:3])[CH3:2].[Br:18][CH2:19][CH2:20]C>C1COCC1>[Br-:18].[CH:1]([C:4]1[CH:9]=[CH:8][CH:7]=[C:6]([CH:10]([CH3:12])[CH3:11])[C:5]=1[N+:13]1[CH:17]=[CH:16][N:15]([CH2:19][CH3:20])[CH:14]=1)([CH3:2])[CH3:3] |f:3.4|. Reported procedure: According to the general synthesis procedure, 4.4 mmol (1.00 g) 1-(2,6-diisopropylphenyl)imidazole and 5.3 mmol (0.650 g, 0.48 ml) 1-bromopropane are dissolved in 5 ml THF and heated for 20 h to 90° C.